Dataset: the Open Reaction Database (ORD), a public repository of structured organic reaction records. Task: describe an organic reaction: reactants, conditions, products, and yield Reactants: ClC1=CC=C2C(=CNC2=C1)C(=O)N1CCC(CC1)C1=C(C=CC=C1)OC ((6-chloro-1H-indol-3-yl)-[4-(2-methoxy-phenyl)-piperidin-1-yl]-methanone), ClCC(=O)N1CCN(CC1)C (2-chloro-1-(4-methyl-piperazin-1-yl)-ethanone). Product: ClC1=CC=C2C(=CN(C2=C1)CC(=O)N1CCN(CC1)C)C(=O)N1CCC(CC1)C1=C(C=CC=C1)OC (2-{6-Chloro-3-[4-(2-methoxy-phenyl)-piperidine-1-carbonyl]-indol-1-yl}-1-(4-methyl-piperazin-1-yl)-ethanone). RXN SMILES: [Cl:1][C:2]1[CH:10]=[C:9]2[C:5]([C:6]([C:11]([N:13]3[CH2:18][CH2:17][CH:16]([C:19]4[CH:24]=[CH:23][CH:22]=[CH:21][C:20]=4[O:25][CH3:26])[CH2:15][CH2:14]3)=[O:12])=[CH:7][NH:8]2)=[CH:4][CH:3]=1.Cl[CH2:28][C:29]([N:31]1[CH2:36][CH2:35][N:34]([CH3:37])[CH2:33][CH2:32]1)=[O:30]>>[Cl:1][C:2]1[CH:10]=[C:9]2[C:5]([C:6]([C:11]([N:13]3[CH2:18][CH2:17][CH:16]([C:19]4[CH:24]=[CH:23][CH:22]=[CH:21][C:20]=4[O:25][CH3:26])[CH2:15][CH2:14]3)=[O:12])=[CH:7][N:8]2[CH2:28][C:29]([N:31]2[CH2:36][CH2:35][N:34]([CH3:37])[CH2:33][CH2:32]2)=[O:30])=[CH:4][CH:3]=1. Procedure: Following general procedure II, the alkylation of (6-chloro-1H-indol-3-yl)-[4-(2-methoxy-phenyl)-piperidin-1-yl]-methanone (preparation described herein), with (commercially available) 2-chloro-1-(4-methyl-piperazin-1-yl)-ethanone gave the title compound. The reactants are OCCCCCCCCCCO, Clc1ccc2ccccc2n1. Product: OCCCCCCCCCCOc1ccc2ccccc2n1. Reaction SMILES: [CH2:1]([CH2:2][CH2:3][CH2:4][CH2:5][CH2:6][CH2:7][CH2:8][CH2:9][CH2:10][OH:11])[OH:12].[Cl:13][c:14]1[n:15][c:16]2[cH:17][cH:18][cH:19][cH:20][c:21]2[cH:22][cH:23]1>>[CH2:1]([CH2:2][CH2:3][CH2:4][CH2:5][CH2:6][CH2:7][CH2:8][CH2:9][CH2:10][OH:11])[O:12][c:14]1[n:15][c:16]2[cH:17][cH:18][cH:19][cH:20][c:21]2[cH:22][cH:23]1. The reactants are C1(CCCC1)N1[C@@H](C(N(C=2C=NC(=NC12)CC(C1=CC=CC=C1)=O)C)=O)CC ((R)-8-cyclopentyl-7-ethyl-5-methyl-2-(2-oxo-2-phenylethyl)-7,8-dihydropteridin-6(5H)-one). Run in CN(C)C(OC)OC (DMF-DMA). Conditions: temperature 110 celsius. Product: C1(CCCC1)N1[C@@H](C(N(C=2C=NC(=NC12)/C(=C/N(C)C)/C(C1=CC=CC=C1)=O)C)=O)CC ((R,Z)-8-cyclopentyl-2-(1-(dimethylamino)-3-oxo-3-phenylprop-1-en-2-yl)-7-ethyl-5-methyl-7,8-dihydropteridin-6(5H)-one). RXN SMILES: [CH:1]1([N:6]2[C:15]3[N:14]=[C:13]([CH2:16][C:17](=[O:24])[C:18]4[CH:23]=[CH:22][CH:21]=[CH:20][CH:19]=4)[N:12]=[CH:11][C:10]=3[N:9]([CH3:25])[C:8](=[O:26])[C@H:7]2[CH2:27][CH3:28])[CH2:5][CH2:4][CH2:3][CH2:2]1>CN(C(OC)OC)C>[CH:1]1([N:6]2[C:15]3[N:14]=[C:13](/[C:16](/[C:17](=[O:24])[C:18]4[CH:23]=[CH:22][CH:21]=[CH:20][CH:19]=4)=[CH:1]/[N:6]([CH3:15])[CH3:7])[N:12]=[CH:11][C:10]=3[N:9]([CH3:25])[C:8](=[O:26])[C@H:7]2[CH2:27][CH3:28])[CH2:2][CH2:3][CH2:4][CH2:5]1. Procedure details: A suspension of (R)-8-cyclopentyl-7-ethyl-5-methyl-2-(2-oxo-2-phenylethyl)-7,8-dihydropteridin-6(5H)-one (Intermediate B-1, 700 mg) in 10 mL of DMF-DMA was heated at 110° C. for 3 hours. The resulting mixture was concentrated to give the desired (R,Z)-8-cyclopentyl-2-(1-(dimethylamino)-3-oxo-3-phenylprop-1-en-2-yl)-7-ethyl-5-methyl-7,8-dihydropteridin-6(5H)-one (compound I-132). The reactants are [BH3-]C#N, CC(=O)[O-], CO, [NH4+], [Na+], CC1CC(=O)CN1S(=O)(=O)c1cccc2cnccc12. Yields the product CC1CC(N)CN1S(=O)(=O)c1cccc2cnccc12. RXN SMILES: [C:26](#[N:27])[BH3-:28].[CH3:22][C:23](=[O:24])[O-:25].[CH3:30][OH:31].[NH4+:21].[Na+:29].[cH:1]1[n:2][cH:3][cH:4][c:5]2[c:6]([S:11](=[O:12])(=[O:13])[N:14]3[CH2:15][C:16](=[O:20])[CH2:17][CH:18]3[CH3:19])[cH:7][cH:8][cH:9][c:10]12>>[cH:1]1[n:2][cH:3][cH:4][c:5]2[c:6]([S:11](=[O:12])(=[O:13])[N:14]3[CH2:15][CH:16]([NH2:27])[CH2:17][CH:18]3[CH3:19])[cH:7][cH:8][cH:9][c:10]12. The reactants are N1[C@@H](CCC1)COC=1C=C(C=NC1)N1C[C@@H](CC1)CCCO (3-[1-[5-[(2(S)-pyrrolidinyl)methoxy]-3-pyridyl]-3(R)-pyrrolidinyl]-1-propanol), Cl (hydrochloric acid). Solvent: CO (methanol). Conditions: time 4 hour. The product is Cl.N1[C@@H](CCC1)COC=1C=C(C=NC1)N1C[C@@H](CC1)CCCO (3-[1-[5-[(2(S)-Pyrrolidinyl)methoxy]-3-pyridyl]-3(R)-pyrrolidinyl]-1-propanol Hydrochloride). As a reaction SMILES: [NH:1]1[CH2:5][CH2:4][CH2:3][C@H:2]1[CH2:6][O:7][C:8]1[CH:9]=[C:10]([N:14]2[CH2:18][CH2:17][C@@H:16]([CH2:19][CH2:20][CH2:21][OH:22])[CH2:15]2)[CH:11]=[N:12][CH:13]=1.[ClH:23]>CO>[ClH:23].[NH:1]1[CH2:5][CH2:4][CH2:3][C@H:2]1[CH2:6][O:7][C:8]1[CH:9]=[C:10]([N:14]2[CH2:18][CH2:17][C@@H:16]([CH2:19][CH2:20][CH2:21][OH:22])[CH2:15]2)[CH:11]=[N:12][CH:13]=1 |f:3.4|. Procedure: To a solution of 3-[1-[5-[(2(S)-pyrrolidinyl)methoxy]-3-pyridyl]-3(R)-pyrrolidinyl]-1-propanol (120 mg, 0.39 mmol) in methanol (0.3 mL) was added 2N hydrochloric acid (0.64 mL, 3.3 equiv.) under N2. The reaction mixture was stirred for 4 h at room temperature. After evaporation in vacuo, the residue was diluted with water (12 mL) and lyophilized. The lyophilization process was repeated three times to obtain the hydrochloride (150 mg) as a light-yellow solid. 1H NMR (D2O, 300 MHz) δ 7.56 (s, 1H),... Starting materials: C(C)(C)(C)OC(=O)N1CCC(CC1)C1=CC=C(C=C1)NC(=O)C=1N=C(OC1C(F)(F)F)C1=CC=CC=C1 (4-{4-[(2-Phenyl-5-trifluoromethyl-oxazole-4-carbonyl)-amino]-phenyl}-piperidine-1-carboxylic acid tert-butyl ester). Solvent: C(Cl)Cl (methylene chloride), FC(C(=O)O)(F)F (trifluoroacetic acid). Product: N1CCC(CC1)C1=CC=C(C=C1)NC(=O)C=1N=C(OC1C(F)(F)F)C1=CC=CC=C1 (2-phenyl-5-trifluoromethyl-oxazole-4-carboxylic acid (4-piperidin-4-yl-phenyl)-amide). Yield: 92.7%. As a reaction SMILES: C(OC([N:8]1[CH2:13][CH2:12][CH:11]([C:14]2[CH:19]=[CH:18][C:17]([NH:20][C:21]([C:23]3[N:24]=[C:25]([C:32]4[CH:37]=[CH:36][CH:35]=[CH:34][CH:33]=4)[O:26][C:27]=3[C:28]([F:31])([F:30])[F:29])=[O:22])=[CH:16][CH:15]=2)[CH2:10][CH2:9]1)=O)(C)(C)C>C(Cl)Cl.FC(F)(F)C(O)=O>[NH:8]1[CH2:13][CH2:12][CH:11]([C:14]2[CH:15]=[CH:16][C:17]([NH:20][C:21]([C:23]3[N:24]=[C:25]([C:32]4[CH:37]=[CH:36][CH:35]=[CH:34][CH:33]=4)[O:26][C:27]=3[C:28]([F:29])([F:30])[F:31])=[O:22])=[CH:18][CH:19]=2)[CH2:10][CH2:9]1. Reported procedure: 4-{4-[(2-Phenyl-5-trifluoromethyl-oxazole-4-carbonyl)-amino]-phenyl}-piperidine-1-carboxylic acid tert-butyl ester (245 mg, 0.475 mmol) from above was dissolved in methylene chloride (2 mL) and trifluoroacetic acid (1 mL). The mixture was stirred at room temperature and the solvents were evaporated. The residue was partitioned between methylene chloride and dilute sodium hydroxide solution. The organic layer was washed with brine and dried over sodium sulfate. Evaporation of solvents gave 2-phen...